From a dataset of the Open Reaction Database (ORD), a public repository of structured organic reaction records. describe an organic reaction: reactants, conditions, products, and yield Reactants: C(C1=CC=CC=C1)OCC[C@@H](C(=O)NN1C(=C(C=C1)Br)C(=O)OC)NC(=O)OC(C)(C)C ((S)-Methyl 1-(4-(benzyloxy)-2-((tert-butoxycarbonyl)amino)butanamido)-3-bromo-1H-pyrrole-2-carboxylate), NC1=CC=CC=C1 (aniline), C[Al](C)C (trimethyl aluminium), 10a. Yields the product C(C1=CC=CC=C1)OCC[C@@H](C(=O)NN1C(=C(C=C1)Br)C(NC1=CC=CC=C1)=O)NC(OC(C)(C)C)=O ((S)-tert-Butyl (4-(benzyloxy)-1-((3-bromo-2-(phenylcarbamoyl)-1H-pyrrol-1-yl)amino)-1-oxobutan-2-yl)carbamate). Yield: 63.4%. RXN SMILES: [CH2:1]([O:8][CH2:9][CH2:10][C@H:11]([NH:25][C:26]([O:28][C:29]([CH3:32])([CH3:31])[CH3:30])=[O:27])[C:12]([NH:14][N:15]1[CH:19]=[CH:18][C:17]([Br:20])=[C:16]1[C:21]([O:23]C)=O)=[O:13])[C:2]1[CH:7]=[CH:6][CH:5]=[CH:4][CH:3]=1.[NH2:33][C:34]1[CH:39]=[CH:38][CH:37]=[CH:36][CH:35]=1.C[Al](C)C>>[CH2:1]([O:8][CH2:9][CH2:10][C@H:11]([NH:25][C:26](=[O:27])[O:28][C:29]([CH3:30])([CH3:32])[CH3:31])[C:12]([NH:14][N:15]1[CH:19]=[CH:18][C:17]([Br:20])=[C:16]1[C:21](=[O:23])[NH:33][C:34]1[CH:39]=[CH:38][CH:37]=[CH:36][CH:35]=1)=[O:13])[C:2]1[CH:7]=[CH:6][CH:5]=[CH:4][CH:3]=1. Reported procedure: (S)-Methyl 1-(4-(benzyloxy)-2-((tert-butoxycarbonyl)amino)butanamido)-3-bromo-1H-pyrrole-2-carboxylate (1 g, 1.96 mmol) was treated with aniline (893 μl, 9.8 mmol) and trimethyl aluminium (2 M in toluene, 4.9 mL, 9.8 mmol) according to the method of Preparation 10a. The residue was purified using SP1® Purification System (0% to 30%, hexane-ethyl acetate) a to obtain 0.71 g (63% yield) of the title compound. Purity 100%.